From a dataset of the Open Reaction Database (ORD), a public repository of structured organic reaction records. describe an organic reaction: reactants, conditions, products, and yield Product: CC(CC(N)Cc1ccc(-c2ccccc2)cc1)C(=O)NS(C)(=O)=O. Reactants: CC(CC(Cc1ccc(-c2ccccc2)cc1)NC(=O)OC(C)(C)C)C(=O)NS(C)(=O)=O, ClCCl, O=C(O)C(F)(F)F. RXN SMILES: [C:1]([O:2][C:3](=[O:4])[NH:7][CH:8]([CH2:9][CH:10]([C:11](=[O:12])[NH:13][S:14](=[O:15])(=[O:16])[CH3:17])[CH3:18])[CH2:19][c:20]1[cH:21][cH:22][c:23](-[c:26]2[cH:27][cH:28][cH:29][cH:30][cH:31]2)[cH:24][cH:25]1)([CH3:5])([CH3:6])[CH3:32].[Cl:40][CH2:41][Cl:42].[F:33][C:34]([F:35])([F:36])[C:37]([OH:38])=[O:39]>>[NH2:7][CH:8]([CH2:9][CH:10]([C:11](=[O:12])[NH:13][S:14](=[O:15])(=[O:16])[CH3:17])[CH3:18])[CH2:19][c:20]1[cH:21][cH:22][c:23](-[c:26]2[cH:27][cH:28][cH:29][cH:30][cH:31]2)[cH:24][cH:25]1. Reactants: CCOC(=O)Cn1c(C(=O)Cl)cc2ccccc21, ClC(Cl)Cl, Cc1cc2c(s1)-n1c(C)nnc1CN=C2c1ccccc1Cl, Cl, [Na+], O=C([O-])O. The product is CCOC(=O)Cn1c(C(=O)NCc2nnc(C)n2-c2sc(C)cc2C(=O)c2ccccc2Cl)cc2ccccc21. As a reaction SMILES: [CH2:32]([CH3:33])[O:34][C:35](=[O:36])[CH2:37][n:38]1[c:39]([C:47](=[O:48])[Cl:49])[cH:40][c:41]2[cH:42][cH:43][cH:44][cH:45][c:46]12.[CH:23]([Cl:24])([Cl:25])[Cl:26].[Cl:1][c:2]1[c:3]([C:8]2=[N:9][CH2:10][c:11]3[n:12]([c:19]([CH3:22])[n:20][n:21]3)-[c:13]3[c:14]2[cH:15][c:16]([CH3:18])[s:17]3)[cH:4][cH:5][cH:6][cH:7]1.[ClH:50].[Na+:27].[OH:28][C:29](=[O:30])[O-:31]>>[Cl:1][c:2]1[c:3]([C:8]([c:14]2[c:13](-[n:12]3[c:11]([CH2:10][NH:9][C:47]([c:39]4[n:38]([CH2:37][C:35]([O:34][CH2:32][CH3:33])=[O:36])[c:46]5[c:41]([cH:40]4)[cH:42][cH:43][cH:44][cH:45]5)=[O:48])[n:21][n:20][c:19]3[CH3:22])[s:17][c:16]([CH3:18])[cH:15]2)=[O:28])[cH:4][cH:5][cH:6][cH:7]1.